From a dataset of the Open Reaction Database (ORD), a public repository of structured organic reaction records. describe an organic reaction: reactants, conditions, products, and yield Reactants: C(C)(=O)OCC (Ethyl acetate), COC=1C=C(C=C(C1)OC)C#CC1=NNC2=NC=NC(=C21)N (3-((3,5-dimethoxyphenyl)ethynyl)-1H-pyrazolo[3,4-d]pyrimidin-4-amine), CS(=O)(=O)OC1CN(CC1)C(=O)OC(C)(C)C (tert-butyl 3-(methylsulfonyloxy)pyrrolidine-1-carboxylate), C([O-])([O-])=O.[K+].[K+] (potassium carbonate). Run in O (water), CN(C)C=O (DMF). Reaction conditions: temperature 70 celsius, time 1 hour. Yields the product NC1=C2C(=NC=N1)N(N=C2C#CC2=CC(=CC(=C2)OC)OC)C2CN(CC2)C(=O)OC(C)(C)C (tert-butyl 3-(4-amino-3-((3,5-dimethoxyphenyl)ethynyl)-1H-pyrazolo[3,4-d]pyrimidin-1-yl)pyrrolidine-1-carboxylate). As a reaction SMILES: [CH3:1][O:2][C:3]1[CH:4]=[C:5]([C:11]#[C:12][C:13]2[C:21]3[C:16](=[N:17][CH:18]=[N:19][C:20]=3[NH2:22])[NH:15][N:14]=2)[CH:6]=[C:7]([O:9][CH3:10])[CH:8]=1.CS(O[CH:28]1[CH2:32][CH2:31][N:30]([C:33]([O:35][C:36]([CH3:39])([CH3:38])[CH3:37])=[O:34])[CH2:29]1)(=O)=O.C(=O)([O-])[O-].[K+].[K+].C(OCC)(=O)C>CN(C=O)C.O>[NH2:22][C:20]1[N:19]=[CH:18][N:17]=[C:16]2[N:15]([CH:32]3[CH2:28][CH2:29][N:30]([C:33]([O:35][C:36]([CH3:39])([CH3:38])[CH3:37])=[O:34])[CH2:31]3)[N:14]=[C:13]([C:12]#[C:11][C:5]3[CH:4]=[C:3]([O:2][CH3:1])[CH:8]=[C:7]([O:9][CH3:10])[CH:6]=3)[C:21]=12 |f:2.3.4|. Procedure details: A suspension of 3-((3,5-dimethoxyphenyl)ethynyl)-1H-pyrazolo[3,4-d]pyrimidin-4-amine (62 mg) obtained in Step 1, tert-butyl 3-(methylsulfonyloxy)pyrrolidine-1-carboxylate (217 mg) obtained in Step 2, and potassium carbonate (221 mg) in DMF (2.0 ml) was stirred at 70° C. for 1 hour. Ethyl acetate and water were added thereto to separate the organic layer. The organic layer was dried over anhydrous sodium sulfate, and the solvent was distilled off under reduced pressure. The resulting residue was ... Product: C(#N)C1=CC=C(C=C1)OC1=C(C=O)C=C(C=C1)F (2-(4-cyanophenyloxy)-5-fluoro-benzaldehyde). Reaction SMILES: [C:1]([C:3]1[CH:8]=[CH:7][C:6]([OH:9])=[CH:5][CH:4]=1)#[N:2].C(=O)([O-])[O-].[K+].[K+].[F:16][C:17]1[C:18](F)=[C:19]([CH:22]=[CH:23][CH:24]=1)[CH:20]=[O:21].O>CN(C=O)C>[C:1]([C:3]1[CH:8]=[CH:7][C:6]([O:9][C:22]2[CH:23]=[CH:24][C:17]([F:16])=[CH:18][C:19]=2[CH:20]=[O:21])=[CH:5][CH:4]=1)#[N:2] |f:1.2.3|. Procedure: To stirred solution of 4-cyanophenol (Aldrich, 5.00 g, 42 mmol) in DMF (100 mL), potassium carbonate (63 mmol) and 2-4, difluoro-benzaldehyde (Aldrich, 5.97 g, 42 mmol) were added and the mixture was stirred at 90° C. overnight. The mixture was cooled to room temperature and poured into water. The solid was filtered and dried to give a pale yellow solid. 5.2 g MS (H+), 242. Reaction conditions: temperature 90 celsius, time 8 hour. Solvent: CN(C)C=O (DMF). Reactants: C(#N)C1=CC=C(C=C1)O (4-cyanophenol), C([O-])([O-])=O.[K+].[K+] (potassium carbonate), FC=1C(=C(C=O)C=CC1)F (difluoro-benzaldehyde), O (water). Reactants: C1(=CC=CC=C1)C.C1CCOC1 (toluene THF), BrCC(=O)Cl (Bromoacetyl chloride), N[C@H](CO)COCC1=CC=CC=C1 ((R)-(+)-2-amino-3-benzyloxy-1-propanol), [OH-].[Na+] (sodium hydroxide). RXN SMILES: Br[CH2:2][C:3](Cl)=[O:4].[NH2:6][C@@H:7]([CH2:10][O:11][CH2:12][C:13]1[CH:18]=[CH:17][CH:16]=[CH:15][CH:14]=1)[CH2:8][OH:9].[OH-].[Na+].C1(C)C=CC=CC=1.C1COCC1>C1(C)C=CC=CC=1>[CH2:12]([O:11][CH2:10][C@@H:7]1[NH:6][C:3](=[O:4])[CH2:2][O:9][CH2:8]1)[C:13]1[CH:18]=[CH:17][CH:16]=[CH:15][CH:14]=1 |f:2.3,4.5|. Run in C1(=CC=CC=C1)C (toluene). The product is C(C1=CC=CC=C1)OC[C@H]1COCC(N1)=O ((S)-5-benzyloxymethylmorpholin-3-one). Reaction conditions: temperature 0 celsius, time 30 minute. Procedure: Bromoacetyl chloride (5.06 mL) was added to a mixed solution of (R)-(+)-2-amino-3-benzyloxy-1-propanol (10 g) in toluene (100 mL) and a 2 N sodium hydroxide solution (100 mL) under ice-cooling. The reaction solution was stirred at 0° C. for 30 minutes and then at 60° C. for one hour. The reaction solution was returned to room temperature. Then, a toluene-THF (1:1) mixed solution was added to the reaction solution, and the organic layer was separated. The resulting organic layer was dried over an... Starting materials: O=[N+]([O-])c1cc(Br)ccc1OCc1ccccc1, O=C([O-])[O-], CC(=O)[O-], CC(=O)[O-], CC1CNCC(C)N1, [Cs+], [Cs+], C1COCCO1, [Pd+2]. Product: CC1CN(c2ccc(OCc3ccccc3)c([N+](=O)[O-])c2)CC(C)N1. RXN SMILES: [Br:1][c:2]1[cH:3][c:4]([N+:16](=[O:17])[O-:18])[c:5]([O:8][CH2:9][c:10]2[cH:11][cH:12][cH:13][cH:14][cH:15]2)[cH:6][cH:7]1.[C:27](=[O:28])([O-:29])[O-:30].[C:39]([O-:40])(=[O:41])[CH3:42].[C:44]([O-:45])(=[O:46])[CH3:47].[CH3:19][CH:20]1[NH:21][CH:22]([CH3:26])[CH2:23][NH:24][CH2:25]1.[Cs+:31].[Cs+:32].[O:33]1[CH2:34][CH2:35][O:36][CH2:37][CH2:38]1.[Pd+2:43]>>[c:2]1([N:24]2[CH2:23][CH:22]([CH3:26])[NH:21][CH:20]([CH3:19])[CH2:25]2)[cH:3][c:4]([N+:16](=[O:17])[O-:18])[c:5]([O:8][CH2:9][c:10]2[cH:11][cH:12][cH:13][cH:14][cH:15]2)[cH:6][cH:7]1. As a reaction SMILES: [Br:1][C:2]1[CH:3]=[C:4]2[C:8](=[CH:9][CH:10]=1)[C:7](=O)[CH2:6][CH2:5]2.Cl.[CH3:13][O:14][NH2:15]>N1C=CC=CC=1>[CH3:13][O:14][N:15]=[C:7]1[C:8]2[C:4](=[CH:3][C:2]([Br:1])=[CH:10][CH:9]=2)[CH2:5][CH2:6]1 |f:1.2|. Reaction conditions: time 16 hour. Procedure details: 5-Bromo-1-indanone and O-methylhydroxylamine hydrochloride were combined in pyridine and stirred at ambient temperature for 16 hours. The mixture was concentrated under reduced pressure and the residue was suspended in diethyl ether. The suspension was filtered and the filter cake was washed with diethyl ether. The filtrate was washed with water, 1N HCl, water, and concentrated to provide the title compound. 1H NMR (300 MHz, d6-DMSO) 7.63 (m, 2H), 7.48 (m, 2H), 3.90 (s, 3H), 3.00 (m, 2H), 2.80 (... Yields the product CON=C1CCC2=CC(=CC=C12)Br (5-bromo-1-indanone O-methyloxime). Reactants: BrC=1C=C2CCC(C2=CC1)=O (5-Bromo-1-indanone), Cl.CON (O-methylhydroxylamine hydrochloride). The solvent is N1=CC=CC=C1 (pyridine).